From a dataset of the Open Reaction Database (ORD), a public repository of structured organic reaction records. describe an organic reaction: reactants, conditions, products, and yield Reactants: B (borane), solution, C1=CCCCC1 (cyclohexene), N([C@@H](CC(OCC1=CC=CC=C1)=O)C(=O)O)C(=O)OC(C)(C)C.C(C=C)[C@](N)(CC1=CC=CC=C1)C(=O)N (t-BOC-Asp(OBn) α-allylphenylalaninamide), OO (H2O2). Run in C1CCOC1 (THF), C1CCOC1 (THF), C(C)O (ethanol). Conditions: time 0.5 hour. Product: N([C@@H](CC(OCC1=CC=CC=C1)=O)C(=O)O)C(=O)OC(C)(C)C.OCCC[C@](N)(CC1=CC=CC=C1)C(=O)N (t-BOC-Asp(OBn) α-(3-hydroxy-n-propyl)phenylalaninamide). Isolated yield 106.0%. Reaction SMILES: B.C1CCCCC=1.[NH:8]([C:24]([O:26][C:27]([CH3:30])([CH3:29])[CH3:28])=[O:25])[C@H:9]([C:21]([OH:23])=[O:22])[CH2:10][C:11](=[O:20])[O:12][CH2:13][C:14]1[CH:19]=[CH:18][CH:17]=[CH:16][CH:15]=1.[CH2:31]([C@@:34]([C:43]([NH2:45])=[O:44])([CH2:36][C:37]1[CH:42]=[CH:41][CH:40]=[CH:39][CH:38]=1)[NH2:35])[CH:32]=[CH2:33].OO>C1COCC1.C(O)C>[NH:8]([C:24]([O:26][C:27]([CH3:30])([CH3:29])[CH3:28])=[O:25])[C@H:9]([C:21]([OH:23])=[O:22])[CH2:10][C:11](=[O:20])[O:12][CH2:13][C:14]1[CH:19]=[CH:18][CH:17]=[CH:16][CH:15]=1.[OH:12][CH2:33][CH2:32][CH2:31][C@@:34]([C:43]([NH2:45])=[O:44])([CH2:36][C:37]1[CH:42]=[CH:41][CH:40]=[CH:39][CH:38]=1)[NH2:35] |f:2.3,7.8|. Reported procedure: To a solution of borane in THF (1.44 mL of a 1M solution, 1.44 mmol) at 0° C. under nitrogen, was added cyclohexene (0.29 mL, 2.88 mmol) by syringe, and the mixture was stirred for 0.5 hour, during which time a white precipitate formed. A prechilled (0° C.) solution of t-BOC-Asp(OBn)-α-allylphenylalaninamide (480 mg, 0.92 mmol), from Step e, in anhydrous THF (4 mL) was added and stirring was continued for 2 hours at 0° C., then at ambient temperature overnight. The solution was diluted with pH 7... Starting materials: C1(CCCCC1)N1CC(CC1=O)C(=O)O (1-cyclohexyl-5-oxo-pyrrolidine-3-carboxylic acid), B (borane), C1CCOC1 (THF). The solvent is C(Cl)Cl (methylene chloride). Reaction conditions: temperature 0 celsius. Yields the product C1(CCCCC1)N1C(CC(C1)CO)=O (1-Cyclohexyl-4-hydroxymethyl-pyrrolidin-2-one). Yield: 65.4%. RXN SMILES: [CH:1]1([N:7]2[C:11](=[O:12])[CH2:10][CH:9]([C:13](O)=[O:14])[CH2:8]2)[CH2:6][CH2:5][CH2:4][CH2:3][CH2:2]1.B.C1COCC1>C(Cl)Cl>[CH:1]1([N:7]2[CH2:8][CH:9]([CH2:13][OH:14])[CH2:10][C:11]2=[O:12])[CH2:6][CH2:5][CH2:4][CH2:3][CH2:2]1. Reported procedure: Place 2-methylene-succinic acid (12.0 g, 92.2 mmol) and cyclohexylamine (9.15 g, 92.2 mmol) and heat to 160° C. for hours. Cool to give 18.8 g (96%) of 1-cyclohexyl-5-oxo-pyrrolidine-3-carboxylic acid. Charge a flask with 1-cyclohexyl-5-oxo-pyrrolidine-3-carboxylic acid (16.2 g, 76.7 mmol), add methylene chloride (20 mL) and cool to 0° C. Slowly add borane in THF (1M, 115.1 mL, 115.1 mmol) and stir for two hours at 0° C. Quench the reaction with ice and extract with methylene chloride. Dry over ... Starting materials: O=Cc1cc(Br)ccc1F, O=c1cc(N2CCNCC2)nc[nH]1. Yields the product O=c1cc(N2CCN(Cc3cc(Br)ccc3F)CC2)nc[nH]1. RXN SMILES: [Br:14][c:15]1[cH:16][cH:17][c:18]([F:23])[c:19]([CH:20]=[O:21])[cH:22]1.[N:1]1([c:7]2[cH:8][c:9](=[O:13])[nH:10][cH:11][n:12]2)[CH2:2][CH2:3][NH:4][CH2:5][CH2:6]1>>[N:1]1([c:7]2[cH:8][c:9](=[O:13])[nH:10][cH:11][n:12]2)[CH2:2][CH2:3][N:4]([CH2:20][c:19]2[c:18]([F:23])[cH:17][cH:16][c:15]([Br:14])[cH:22]2)[CH2:5][CH2:6]1. Starting materials: C(=O)([O-])[O-].[Cs+].[Cs+] (Cs2CO3), OB1OC(C2=C1C=C(C=C2C)O)CC(=O)OCC (ethyl 2-(1,6-dihydroxy-4-methyl-1,3-dihydrobenzo[c][1,2]oxaborol-3-yl)acetate), BrC=1SC(=NN1)[N+](=O)[O-] (2-bromo-5-nitro-1,3,4-thiadiazole). The solvent is C(C)#N (acetonitrile), C(C)#N (acetonitrile). Reaction conditions: temperature -25 celsius, time 20 hour. The product is OB1OC(C2=C1C=C(C=C2C)OC=2SC(=NN2)[N+](=O)[O-])CC(=O)OCC (ethyl 2-(1-hydroxy-4-methyl-6-(5-nitro-1,3,4-thiadiazol-2-yloxy)-1,3-dihydrobenzo[c][1,2]oxaborol-3-yl)acetate). The yield is 35.7%. RXN SMILES: [OH:1][B:2]1[C:6]2[CH:7]=[C:8]([OH:12])[CH:9]=[C:10]([CH3:11])[C:5]=2[CH:4]([CH2:13][C:14]([O:16][CH2:17][CH3:18])=[O:15])[O:3]1.Br[C:20]1[S:21][C:22]([N+:25]([O-:27])=[O:26])=[N:23][N:24]=1.C([O-])([O-])=O.[Cs+].[Cs+]>C(#N)C>[OH:1][B:2]1[C:6]2[CH:7]=[C:8]([O:12][C:20]3[S:21][C:22]([N+:25]([O-:27])=[O:26])=[N:23][N:24]=3)[CH:9]=[C:10]([CH3:11])[C:5]=2[CH:4]([CH2:13][C:14]([O:16][CH2:17][CH3:18])=[O:15])[O:3]1 |f:2.3.4|. Procedure details: To a stirred solution of ethyl 2-(1,6-dihydroxy-4-methyl-1,3-dihydrobenzo[c][1,2]oxaborol-3-yl)acetate (43 g, 0.17 mol) in anhydrous acetonitrile (2000 mL) at −20° C. was added a solution of 2-bromo-5-nitro-1,3,4-thiadiazole (70 g, 0.33 mol.) in acetonitrile (1000 mL). Then Cs2CO3 (166 g, 0.51 mol, 3 eq.) as added portionwise at this temperature. The mixture was stirred at −20 to −30° C. for 20 hrs. Then, the reaction mixture was allowed to warm to r.t. and stirred at this temperature for 15 h. ...